This data is from the Open Reaction Database (ORD), a public repository of structured organic reaction records. The task is: describe an organic reaction: reactants, conditions, products, and yield Starting materials: O (Water), [H-].[Na+] (sodium hydride), BrCCCCl (1-bromo-3-chloropropane), NC1=C(C=C(C2=C1C(C=C(O2)C2=CC(=C(C=C2)NC(C(C)(C)C)=O)F)=O)F)F (5-amino-6,8-difluoro-2-(3-fluoro-4-pivaloylaminophenyl)-4H-1-benzopyran-4-one). Solvent: CN(C=O)C (dimethylformamide). Conditions: time 3 hour. Yields the product ClCCCNC1=C(C=C(C2=C1C(C=C(O2)C2=CC(=C(C=C2)NC(C(C)(C)C)=O)F)=O)F)F (5-(3-chloropropylamino)-6,8-difluoro-2-(3-fluoro-4-pivaloylaminophenyl)-4H-1-benzopyran-4-one). Yield: 20.0%. Reaction SMILES: [NH2:1][C:2]1[C:7]2[C:8](=[O:26])[CH:9]=[C:10]([C:12]3[CH:17]=[CH:16][C:15]([NH:18][C:19](=[O:24])[C:20]([CH3:23])([CH3:22])[CH3:21])=[C:14]([F:25])[CH:13]=3)[O:11][C:6]=2[C:5]([F:27])=[CH:4][C:3]=1[F:28].[H-].[Na+].Br[CH2:32][CH2:33][CH2:34][Cl:35].O>CN(C)C=O>[Cl:35][CH2:34][CH2:33][CH2:32][NH:1][C:2]1[C:7]2[C:8](=[O:26])[CH:9]=[C:10]([C:12]3[CH:17]=[CH:16][C:15]([NH:18][C:19](=[O:24])[C:20]([CH3:23])([CH3:22])[CH3:21])=[C:14]([F:25])[CH:13]=3)[O:11][C:6]=2[C:5]([F:27])=[CH:4][C:3]=1[F:28] |f:1.2|. Procedure: 814 mg (2.09 mmol) of 5-amino-6,8-difluoro-2-(3-fluoro-4-pivaloylaminophenyl)-4H-1-benzopyran-4-one obtained in Example 66 was dissolved in 15 ml of dimethylformamide under argon atmosphere, 256 mg of sodium hydride (60% oil dispersion) and 0.42 ml of 1-bromo-3-chloropropane were added under ice-cooling and the mixture was stirred at room temperature for 3 hours. Water was added to the reaction solution and the mixture was extracted twice with ethyl acetate. The organic layer was washed twice wi... Reactants: [OH-].[Na+] (sodium hydroxide), NC=1SC=CN1 (2-amino-1,3-thiazole), C(C)(=O)O[BH-](OC(C)=O)OC(C)=O.[Na+] (sodium triacetoxyborohydride), C(C1=CC=CC=C1)C1CCNCC1 (4-benzylpiperidine), C(=O)C=C (acrolein). Reagents/catalysts: C1CCC2=NCCCN2CC1 (DBU). Solvent: C1CCOC1 (THF), C1CCOC1 (THF). Run at time 10 minute. Product: C(C1=CC=CC=C1)C1CCN(CC1)CCCNC=1SC=CN1 (N-[3-(4-Benzyl-1-piperidinyl)propyl]-1,3-thiazol-2-amine). Isolated yield 10.8%. As a reaction SMILES: [CH2:1]([CH:8]1[CH2:13][CH2:12][NH:11][CH2:10][CH2:9]1)[C:2]1[CH:7]=[CH:6][CH:5]=[CH:4][CH:3]=1.[CH:14]([CH:16]=[CH2:17])=O.[NH2:18][C:19]1[S:20][CH:21]=[CH:22][N:23]=1.C(O[BH-](OC(=O)C)OC(=O)C)(=O)C.[Na+].[OH-].[Na+]>C1COCC1.C1CCN2C(=NCCC2)CC1>[CH2:1]([CH:8]1[CH2:13][CH2:12][N:11]([CH2:17][CH2:16][CH2:14][NH:18][C:19]2[S:20][CH:21]=[CH:22][N:23]=2)[CH2:10][CH2:9]1)[C:2]1[CH:7]=[CH:6][CH:5]=[CH:4][CH:3]=1 |f:3.4,5.6|. Procedure: To a solution of 4-benzylpiperidine (3.51 g, 20.0 mmol) and DBU (0.030 ml, 0.20 mmol) in THF (40 ml) was dropwise added a solution of acrolein (90%, 1.485 ml, 20.0 mmol) in THF (10 ml) at −20° C. with stirring over a period of 10 minutes. The mixture was stirred for 1 hour while the temperature of the mixture is elevated from −20° C. to −10° C. To the mixture were added 2-amino-1,3-thiazole (2.00 g, 20.0 mmol) and sodium triacetoxyborohydride (8.48 g, 40.0 mmol), successively, at −10° C., and th... Starting materials: C12=C(CCCCC1)C(=O)OC2=O (1-cycloheptene-1,2-dicarboxylic anhydride). The solvent is C(C)(=O)OC(C)=O (acetic anhydride). Yields the product [C@@H]12[C@@H](CCCCC1)C(=O)OC2=O ((cis)-1,2-cycloheptanedicarboxylic anhydride). RXN SMILES: [C:1]12[C:11](=[O:12])[O:10][C:8](=[O:9])[C:2]=1[CH2:3][CH2:4][CH2:5][CH2:6][CH2:7]2>C(OC(=O)C)(=O)C>[C@@H:2]12[C:8](=[O:9])[O:10][C:11](=[O:12])[C@@H:1]1[CH2:7][CH2:6][CH2:5][CH2:4][CH2:3]2. Reported procedure: Hydrogenation of this anhydride using platinic oxide in acetic anhydride according to the procedure set forth in Coll. Czech. Chem. Comm., Vol. 26, p. 262 (1961) yields (cis)-1,2-cycloheptanedicarboxylic anhydride. Treatment with water and recrystallization gives (cis)-1,2-cycloheptanedicarboxylic acid. Starting materials: OC1OC(=O)C2=C(C=CC=C12)OC (3-hydroxy-7-methoxy-phthalide), [Cl-].[Cl-].[Cl-].[Al+3] (aluminium trichloride), ice. Solvent: C(Cl)Cl (methylene chloride). Reaction conditions: temperature 27 celsius, time 5 hour. Product: OC1OC(=O)C2=C(C=CC=C12)O (3,7-dihydroxyphthalide). Reaction SMILES: [OH:1][CH:2]1[C:11]2[C:6](=[C:7]([O:12]C)[CH:8]=[CH:9][CH:10]=2)[C:4](=[O:5])[O:3]1.[Cl-].[Cl-].[Cl-].[Al+3]>C(Cl)Cl>[OH:1][CH:2]1[C:11]2[C:6](=[C:7]([OH:12])[CH:8]=[CH:9][CH:10]=2)[C:4](=[O:5])[O:3]1 |f:1.2.3.4|. Reported procedure: 3.0 g of 3-hydroxy-7-methoxy-phthalide ]see B. L. Chenard et al., J. Org. Chem. 49, 318 (1984)] are introduced in portions into a suspension of 8.2 g of aluminium trichloride in 50 ml of methylene chloride, the internal temperature being maintained at 27° C. The mixture is stirred at room temperature for a further 5 hours, is then poured into 200 ml of ice-cold 1N hydrochloric acid and extracted three times with 200 ml of ethyl acetate each time. The organic solution is washed with sodium chlori... The reactants are BrC1=CC(=CC=2C=COC21)O (7-bromo-5-hydroxybenzofuran), C1(=CC=C(C=C1)S(=O)(=O)[O-])C.[NH+]1=CC=CC=C1 (pyridinium para-toluenesulfonate), O1CCCC=C1 (3,4-dihydro-2H-pyran). Solvent: ClCCl (dichloromethane), ClCCl (dichloromethane). Reaction conditions: temperature 20 celsius, time 8 hour. Yields the product BrC1=CC(=CC=2C=COC21)OC2OCCCC2 (7-bromo-5-(tetrahydropyran-2-yloxy)benzofuran). Reaction SMILES: [Br:1][C:2]1[C:10]2[O:9][CH:8]=[CH:7][C:6]=2[CH:5]=[C:4]([OH:11])[CH:3]=1.C1(C)C=CC(S([O-])(=O)=O)=CC=1.[NH+]1C=CC=CC=1.[O:29]1[CH:34]=[CH:33][CH2:32][CH2:31][CH2:30]1>ClCCl>[Br:1][C:2]1[C:10]2[O:9][CH:8]=[CH:7][C:6]=2[CH:5]=[C:4]([O:11][CH:30]2[CH2:31][CH2:32][CH2:33][CH2:34][O:29]2)[CH:3]=1 |f:1.2|. Procedure: Combine 7-bromo-5-hydroxybenzofuran (5.0 g, 0.0235 mol) with pyridinium para-toluenesulfonate (0.59 g, 0.1 equivalent) and dissolve in 60 mL dichloromethane under nitrogen. Add via syringe 3,4-dihydro-2H-pyran (3.2 mL, 1.5 equivalents) and stir at 20° C. overnight. Dilute with dichloromethane then extract with 1N sodium hydroxide and wash with brine. Dry over sodium sulfate, filtered, and then concentrate to afford the title compound as a brown oil. RXN SMILES: C[O:2][C:3]1[CH:4]=[C:5](/[C:9](=[CH:16]\[CH3:17])/[CH:10]([CH3:15])[CH2:11][N:12]([CH3:14])[CH3:13])[CH:6]=[CH:7][CH:8]=1.[H-].C([Al+]CC(C)C)C(C)C.C(O)C.[ClH:31]>C1(C)C=CC=CC=1.CC(C)=O.C(O)C.O>[ClH:31].[CH3:14][N:12]([CH3:13])[CH2:11][CH:10](/[C:9](/[C:5]1[CH:4]=[C:3]([OH:2])[CH:8]=[CH:7][CH:6]=1)=[CH:16]/[CH3:17])[CH3:15] |f:1.2,7.8,9.10|. Solvent: C1(=CC=CC=C1)C (toluene), CC(=O)C (acetone), C1(=CC=CC=C1)C (toluene), C1(=CC=CC=C1)C (toluene), C(C)O.O (ethanol water). Starting materials: [H-].C(C(C)C)[Al+]CC(C)C (diisobutylaluminium hydride), Cl (hydrochloric acid), COC=1C=C(C=CC1)\C(\C(CN(C)C)C)=C/C ((Z)-(RS)-[3-(3-methoxy-phenyl)-2-methyl-pent-3-enyl]-dimethylamine), C(C)O (ethanol). Reaction conditions: temperature 0 celsius, time 15 minute. Product: Cl.CN(CC(C)/C(=C/C)/C=1C=C(C=CC1)O)C ((Z)-(RS)-3-[1-(2-dimethylamino-1-methyl-ethyl)-propenyl]-phenol hydrochloride). Procedure details: 182 g (Z)-(RS)-[3-(3-methoxy-phenyl)-2-methyl-pent-3-enyl]-dimethylamine, dissolved in 360 ml toluene, were added drop-wise at room temperature to 1.6 l of a 20 weight % solution of diisobutylaluminium hydride in toluene. The mixture was then heated for 11 hours under reflux. After cooling to 0° C., 450 ml ethanol were added drop-wise with cooling. The mixture was then stirred for 15 minutes and diluted with 1 l toluene. Thereafter, 450 ml of an ethanol/water mixture (1:1) were added drop-wise w...